This data is from the Open Reaction Database (ORD), a public repository of structured organic reaction records. The task is: describe an organic reaction: reactants, conditions, products, and yield Reactants: C(C1=CC=CC=C1)OC(=O)N[C@@H](CC1=CC=CC=C1)C(=O)[C@H]1C(N([C@H]1OC(C)=O)N)=O ((3S,4S)-3-(N-benzyloxycarbonyl-L-phenylalanyl)-amino-4-acetoxy-azetidin-2-one), C1(=CC=CC=C1)S (thiophenol), O (water). The reagents and catalysts are O.O.C(C)(=O)[O-].[Zn+2].C(C)(=O)[O-] (zinc acetate dihydrate). Solvent: C1=CC=CC=C1 (benzene), C1(=CC=CC=C1)C (toluene). Product: C(C1=CC=CC=C1)OC(=O)N[C@@H](CC1=CC=CC=C1)C(=O)[C@@H]1C(N([C@H]1SC1=CC=CC=C1)N)=O ((3R,4S)-3-(N-benzyloxycarbonyl-L-phenylalanyl)-amino-4-phenylthio-azetidin-2-one). Isolated yield 80.6%. RXN SMILES: [CH2:1]([O:8][C:9]([NH:11][C@H:12]([C:20]([C@@H:22]1[C@H:25](OC(=O)C)[N:24]([NH2:30])[C:23]1=[O:31])=[O:21])[CH2:13][C:14]1[CH:19]=[CH:18][CH:17]=[CH:16][CH:15]=1)=[O:10])[C:2]1[CH:7]=[CH:6][CH:5]=[CH:4][CH:3]=1.[C:32]1([SH:38])[CH:37]=[CH:36][CH:35]=[CH:34][CH:33]=1.O>C1C=CC=CC=1.C1(C)C=CC=CC=1.O.O.C([O-])(=O)C.[Zn+2].C([O-])(=O)C>[CH2:1]([O:8][C:9]([NH:11][C@H:12]([C:20]([C@H:22]1[C@H:25]([S:38][C:32]2[CH:37]=[CH:36][CH:35]=[CH:34][CH:33]=2)[N:24]([NH2:30])[C:23]1=[O:31])=[O:21])[CH2:13][C:14]1[CH:15]=[CH:16][CH:17]=[CH:18][CH:19]=1)=[O:10])[C:2]1[CH:7]=[CH:6][CH:5]=[CH:4][CH:3]=1 |f:5.6.7.8.9|. Procedure details: A mixture of (3S,4S)-3-(N-benzyloxycarbonyl-L-phenylalanyl)-amino-4-acetoxy-azetidin-2-one (500 mg, 1.18 mmol) obtained in example 7, thiophenol (117 mg, 1.07 mmol), and zinc acetate dihydrate (207 mg, 0.95 mmol) in a mixture of benzene (20 ml) and toluene (20 ml) was refluxed for 4 hrs using Dean-Stark water separator. After cooling, the reaction mixture was partitioned between ethyl acetate, containing a small volume of acetone, and water. The organic layer was washed with water, brine and dri... Reactants: Cl.C(C)N (ethylamine hydrochloride), BrCCCCC1(C2=CC=CC=C2C=2C=CC=CC12)C(=O)Cl (9-(4-bromo-butyl)-9H-fluorene-9-carboxylic acid chloride). Product: C(C)NC(=O)C1(C2=CC=CC=C2C=2C=CC=CC12)CCCCBr (9-(4-bromo-butyl)-9H-fluorene-9-carboxylic acid-(ethyl)-amide). RXN SMILES: Cl.[CH2:2]([NH2:4])[CH3:3].[Br:5][CH2:6][CH2:7][CH2:8][CH2:9][C:10]1([C:23](Cl)=[O:24])[C:22]2[CH:21]=[CH:20][CH:19]=[CH:18][C:17]=2[C:16]2[C:11]1=[CH:12][CH:13]=[CH:14][CH:15]=2>>[CH2:2]([NH:4][C:23]([C:10]1([CH2:9][CH2:8][CH2:7][CH2:6][Br:5])[C:22]2[CH:21]=[CH:20][CH:19]=[CH:18][C:17]=2[C:16]2[C:11]1=[CH:12][CH:13]=[CH:14][CH:15]=2)=[O:24])[CH3:3] |f:0.1|. Procedure details: Prepared analogously to Example 1c from ethylamine hydrochloride and 9-(4-bromo-butyl)-9H-fluorene-9-carboxylic acid chloride. Starting materials: BrC1=CC=C(C=C1)CC(C(C)=O)C1=CC=C(C=C1)OC (4-(4-bromophenyl)-3-(4-methoxyphenyl)butan-2-one), [Br-].[Br-].[Br-].C1(=CC=CC=C1)[N+](C)(C)C.C1(=CC=CC=C1)[N+](C)(C)C.C1(=CC=CC=C1)[N+](C)(C)C (phenyltrimethylammonium tribromide), C(C)(C)NC(C)C (Diisopropylamine), [Li]CCCC (BuLi). Run in C(C)OCC (diethyl ether), C1CCOC1 (THF), C(C)OCC (diethyl ether), CCOC(=O)C (EtOAc), O (water). Reaction conditions: temperature -78 celsius, time 10 minute. The product is BrCC(C(CC1=CC=C(C=C1)Br)C1=CC=C(C=C1)OC)=O (1-bromo-4-(4-bromophenyl)-3-(4-methoxyphenyl)butan-2-one). The yield is 82.8%. RXN SMILES: C(NC(C)C)(C)C.[Li]CCCC.[Br:13][C:14]1[CH:19]=[CH:18][C:17]([CH2:20][CH:21]([C:25]2[CH:30]=[CH:29][C:28]([O:31][CH3:32])=[CH:27][CH:26]=2)[C:22](=[O:24])[CH3:23])=[CH:16][CH:15]=1.[Br-:33].[Br-].[Br-].C1([N+](C)(C)C)C=CC=CC=1.C1([N+](C)(C)C)C=CC=CC=1.C1([N+](C)(C)C)C=CC=CC=1>C(OCC)C.C1COCC1.CCOC(C)=O.O>[Br:33][CH2:23][C:22](=[O:24])[CH:21]([C:25]1[CH:26]=[CH:27][C:28]([O:31][CH3:32])=[CH:29][CH:30]=1)[CH2:20][C:17]1[CH:18]=[CH:19][C:14]([Br:13])=[CH:15][CH:16]=1 |f:3.4.5.6.7.8|. Procedure: Diisopropylamine (0.084 g, 0.83 mmol) was dissolved in anhydrous diethyl ether (7.5 mL) under argon atmosphere and cooled to −78° C. BuLi (0.52 mL, 0.83 mmol) was added dropwise to the solution and the resulting solution was allowed to warm to 0° C. for 10 min, then recooled to −78° C. TMS-Cl (freshly distilled over calcium hydride, 0.11 mL, 0.83 mmol) was added dropwise to the solution at −78° C., after addition, the reaction was allowed to stir for an additional 10 min. The solution was then c... The reactants are OC(C)(C)C=1N=C(N(C1C(=O)OCC)CC1=CC=C(C=C1)C1=C(C=CC=C1)C1=NN=NN1)CSC (ethyl 4-(1-hydroxy-1-methylethyl)-2-methylthiomethyl-1-{4-[2-(tetrazol-5-yl)phenyl]phenyl}methylimidazole-5-carboxylate), aqueous solution, [OH-].[Na+] (sodium hydroxide). Run at time 1 hour. The product is OC(C)(C)C=1N=C(N(C1C(=O)O)CC1=CC=C(C=C1)C1=C(C=CC=C1)C1=NN=NN1)CSC (4-(1-Hydroxy-1-methylethyl)-2-methylthiomethyl-1-{4-[2-(tetrazol-5-yl)phenyl]phenyl}methylimidazole-5-carboxylic acid). Isolated yield 75.7%. RXN SMILES: [OH:1][C:2]([C:5]1[N:6]=[C:7]([CH2:33][S:34][CH3:35])[N:8]([CH2:15][C:16]2[CH:21]=[CH:20][C:19]([C:22]3[CH:27]=[CH:26][CH:25]=[CH:24][C:23]=3[C:28]3[NH:32][N:31]=[N:30][N:29]=3)=[CH:18][CH:17]=2)[C:9]=1[C:10]([O:12]CC)=[O:11])([CH3:4])[CH3:3].[OH-].[Na+]>>[OH:1][C:2]([C:5]1[N:6]=[C:7]([CH2:33][S:34][CH3:35])[N:8]([CH2:15][C:16]2[CH:21]=[CH:20][C:19]([C:22]3[CH:27]=[CH:26][CH:25]=[CH:24][C:23]=3[C:28]3[NH:32][N:31]=[N:30][N:29]=3)=[CH:18][CH:17]=2)[C:9]=1[C:10]([OH:12])=[O:11])([CH3:4])[CH3:3] |f:1.2|. Reported procedure: A mixture of 217 mg of ethyl 4-(1-hydroxy-1-methylethyl)-2-methylthiomethyl-1-{4-[2-(tetrazol-5-yl)phenyl]phenyl}methylimidazole-5-carboxylate [prepared as described in Example 102(e)] and 3.2 ml of a 0.5N aqueous solution of sodium hydroxide was stirred at room temperature for 1 hour. At the end of this time, the insoluble matter was filtered off, and the filtrate was mixed with 1.6 ml of a 1N aqueous solution of hydrochloric acid. The amorphous powder which had precipitated was collected by fi... The reactants are N(=NC(=O)N1CCCCC1)C(=O)N1CCCCC1 (1,1′-(azodicarbonyl)dipiperidine), C1(CC1)C1=NC2=C(N1C)C=C(C=C2)N2C(C=C(C=C2)O)=O (1-(2-cyclopropyl-1-methyl-1H-benzimidazol-6-yl)-4-hydroxypyridin-2(1H)-one), ClC=1SC=CC1CO ((2-chloro-3-thienyl)methanol), C(CCC)P(CCCC)CCCC (tributylphosphine). Solvent: C1CCOC1 (THF), CCOC(=O)C (EtOAc). Run at temperature 60 celsius, time 2 hour. The product is ClC=1SC=CC1COC1=CC(N(C=C1)C=1C=CC2=C(N(C(=N2)C2CC2)C)C1)=O (4-((2-Chloro-3-thienyl)methoxy)-1-(2-cyclopropyl-1-methyl-1H-benzimidazol-6-yl)pyridin-2(1H)-one). The yield is 29.0%. RXN SMILES: [CH:1]1([C:4]2[N:8]([CH3:9])[C:7]3[CH:10]=[C:11]([N:14]4[CH:19]=[CH:18][C:17]([OH:20])=[CH:16][C:15]4=[O:21])[CH:12]=[CH:13][C:6]=3[N:5]=2)[CH2:3][CH2:2]1.[Cl:22][C:23]1[S:24][CH:25]=[CH:26][C:27]=1[CH2:28]O.C(P(CCCC)CCCC)CCC.N(C(N1CCCCC1)=O)=NC(N1CCCCC1)=O>C1COCC1.CCOC(C)=O>[Cl:22][C:23]1[S:24][CH:25]=[CH:26][C:27]=1[CH2:28][O:20][C:17]1[CH:18]=[CH:19][N:14]([C:11]2[CH:12]=[CH:13][C:6]3[N:5]=[C:4]([CH:1]4[CH2:2][CH2:3]4)[N:8]([CH3:9])[C:7]=3[CH:10]=2)[C:15](=[O:21])[CH:16]=1. Procedure: To a mixture of 1-(2-cyclopropyl-1-methyl-1H-benzimidazol-6-yl)-4-hydroxypyridin-2(1H)-one (100 mg), (2-chloro-3-thienyl)methanol (106 mg) and tributylphosphine (0.264 ml) in THF (10 ml) was added 1,1′-(azodicarbonyl)dipiperidine (269 mg), and the mixture was stirred at 60° C. for 2 h. The reaction mixture was diluted with EtOAc, washed with water and brine successively, dried over MgSO4, and concentrated in vacuo. The residue was purified by NH silica gel column chromatography (hexane/EtOAc), f... Reactants: N1N=CC(=C1)C=1C=C(N)C=CC1 (3-(1H-pyrazol-4-yl)aniline), ClC1=CC(=C(C=C1)NC(COCC(=O)O)=O)C(=O)OC ((2-([4-chloro-2-(methoxycarbonyl)phenyl]amino)-2-oxoethoxy)acetic acid). Product: ClC=1C=CC(=C(C(=O)O)C1)NC(COCC(NC1=CC(=CC=C1)C=1C=NNC1)=O)=O (5-chloro-2-([(2-oxo-2-([3-(1H-pyrazol-4-yl)phenyl]amino)ethoxy)acetyl]amino)benzoic acid). As a reaction SMILES: [NH:1]1[CH:5]=[C:4]([C:6]2[CH:7]=[C:8]([CH:10]=[CH:11][CH:12]=2)[NH2:9])[CH:3]=[N:2]1.[Cl:13][C:14]1[CH:19]=[CH:18][C:17]([NH:20][C:21](=[O:28])[CH2:22][O:23][CH2:24][C:25](O)=[O:26])=[C:16]([C:29]([O:31]C)=[O:30])[CH:15]=1>>[Cl:13][C:14]1[CH:19]=[CH:18][C:17]([NH:20][C:21](=[O:28])[CH2:22][O:23][CH2:24][C:25](=[O:26])[NH:9][C:8]2[CH:10]=[CH:11][CH:12]=[C:6]([C:4]3[CH:5]=[N:1][NH:2][CH:3]=3)[CH:7]=2)=[C:16]([CH:15]=1)[C:29]([OH:31])=[O:30]. Procedure details: Using the same method as in Example 1-(ii), 3-(1H-pyrazol-4-yl)aniline was reacted with the (2-([4-chloro-2-(methoxycarbonyl)phenyl]amino)-2-oxoethoxy)acetic acid obtained in Example 1-(i) to give 5-chloro-2-([(2-oxo-2-([3-(1H-pyrazol-4-yl)phenyl]amino)ethoxy)acetyl]amino)benzoic acid.methyl ester (yield: 72%). Reported procedure: Using the procedure of Example 2, ethyl ethoxymethylene malonate and 4-methyl-aniline were reacted and treated with phenyl oxide to obtain ethyl 6-methyl-4-hydroxy-3-quinoline-carboxylate melting at >260° C. Product: CC=1C=C2C(=C(C=NC2=CC1)C(=O)OCC)O (ethyl 6-methyl-4-hydroxy-3-quinoline-carboxylate). The reactants are CCOC=C(C(=O)OCC)C(=O)OCC (ethyl ethoxymethylene malonate), CC1=CC=C(N)C=C1 (4-methyl-aniline), C1(=CC=CC=C1)OC1=CC=CC=C1 (phenyl oxide). Reaction SMILES: CCO[CH:4]=[C:5]([C:11]([O:13]CC)=O)[C:6]([O:8][CH2:9][CH3:10])=[O:7].[CH3:16][C:17]1[CH:23]=[CH:22][C:20]([NH2:21])=[CH:19][CH:18]=1.C1(OC2C=CC=CC=2)C=CC=CC=1>>[CH3:16][C:17]1[CH:18]=[C:19]2[C:20](=[CH:22][CH:23]=1)[N:21]=[CH:4][C:5]([C:6]([O:8][CH2:9][CH3:10])=[O:7])=[C:11]2[OH:13]. Reactants: BrC1=NC=CC=C1C (2-bromo-3-methylpyridine), solution, [Li]CCCC (n-BuLi), C1CCOC1 (THF), C(=O)N1CCCCC1 (1-formylpiperidine), C1CCOC1 (THF), triethyl phosphonoacetate. Run at time 30 minute. Reaction SMILES: Br[C:2]1[C:7]([CH3:8])=[CH:6][CH:5]=[CH:4][N:3]=1.[Li][CH2:10][CH2:11][CH2:12]C.C(N1CCCCC1)=[O:15].C1C[O:25][CH2:24][CH2:23]1>>[CH3:8][C:7]1[C:2](/[CH:12]=[CH:11]/[C:10]([O:25][CH2:24][CH3:23])=[O:15])=[N:3][CH:4]=[CH:5][CH:6]=1. Reported procedure: To a solution of 2-bromo-3-methylpyridine (10.36 g; 60.2 mmol) in 120 mL of THF at −100° C. was added dropwise a 1.6 M solution of n-BuLi (65.6 mmol). After 20 min of stirring at that temperature, 1-formylpiperidine (7.65 g) in 10 mL of THF was added and the solution was warmed to r.t.. After 30 min of stirring at r.t., triethyl phosphonoacetate (13.7 mL; 69.1 mmol) was added dropwise below 30° C. After 1 h of stirring, the mixture was quenched with NH4OAc (25%) and extracted with EtOAc. The sol... Yields the product CC=1C(=NC=CC1)/C=C/C(=O)OCC (Ethyl (E)-3-(3-methyl-2-pyridyl)-2-propenoate). As a reaction SMILES: [CH3:34][C:35]#[N:36].[CH:25]([N:26]([CH2:27][CH3:28])[CH:29]([CH3:30])[CH3:31])([CH3:32])[CH3:33].[F:1][c:2]1[c:3]([N+:9](=[O:10])[O-:11])[cH:4][cH:5][c:6]([F:8])[cH:7]1.[N:12]1([C:18](=[O:19])[O:20][C:21]([CH3:22])([CH3:23])[CH3:24])[CH2:13][CH2:14][NH:15][CH2:16][CH2:17]1>>[c:2]1([N:15]2[CH2:14][CH2:13][N:12]([C:18](=[O:19])[O:20][C:21]([CH3:22])([CH3:23])[CH3:24])[CH2:17][CH2:16]2)[c:3]([N+:9](=[O:10])[O-:11])[cH:4][cH:5][c:6]([F:8])[cH:7]1. The product is CC(C)(C)OC(=O)N1CCN(c2cc(F)ccc2[N+](=O)[O-])CC1. Starting materials: CC#N, CCN(C(C)C)C(C)C, O=[N+]([O-])c1ccc(F)cc1F, CC(C)(C)OC(=O)N1CCNCC1. The reactants are CCO, O=C1OC(CCC#Cc2ccccc2)C(O)=C1O, c1ccc2ncccc2c1. Product: O=C1OC(CCCCc2ccccc2)C(O)=C1O. As a reaction SMILES: [CH3:29][CH2:30][OH:31].[OH:11][C:12]1=[C:16]([OH:17])[CH:15]([CH2:18][CH2:19][C:20]#[C:21][c:22]2[cH:23][cH:24][cH:25][cH:26][cH:27]2)[O:14][C:13]1=[O:28].[cH:1]1[cH:2][c:3]2[c:4]([n:5][cH:6][cH:7][cH:8]2)[cH:9][cH:10]1>>[OH:11][C:12]1=[C:16]([OH:17])[CH:15]([CH2:18][CH2:19][CH2:20][CH2:21][c:22]2[cH:23][cH:24][cH:25][cH:26][cH:27]2)[O:14][C:13]1=[O:28].